From a dataset of the Open Reaction Database (ORD), a public repository of structured organic reaction records. describe an organic reaction: reactants, conditions, products, and yield Starting materials: NC1=NC(=CC=C1N)N1CCN(CC1)CCCC(=O)C1=CC=C(C=C1)F (4-[4-(2,3-Diamino-pyridin-6-yl)-1-piperazinyl]-1-(4-fluorophenyl)-1-butanone), CC(C(C)=O)=O (butane-2,3-dione). Run in CO (methanol). Yields the product CC=1N=C2C(=NC1C)N=C(C=C2)N2CCN(CC2)CCCC(=O)C2=CC=C(C=C2)F (4-[4-(2,3-Dimethyl-pyrido[2,3-b]pyrazin-6-yl)-1-piperazinyl]-1-(4-fluorophenyl)-1-butanone). RXN SMILES: [NH2:1][C:2]1[C:7]([NH2:8])=[CH:6][CH:5]=[C:4]([N:9]2[CH2:14][CH2:13][N:12]([CH2:15][CH2:16][CH2:17][C:18]([C:20]3[CH:25]=[CH:24][C:23]([F:26])=[CH:22][CH:21]=3)=[O:19])[CH2:11][CH2:10]2)[N:3]=1.[CH3:27][C:28](=O)[C:29](=O)[CH3:30]>CO>[CH3:27][C:28]1[N:8]=[C:7]2[CH:6]=[CH:5][C:4]([N:9]3[CH2:14][CH2:13][N:12]([CH2:15][CH2:16][CH2:17][C:18]([C:20]4[CH:21]=[CH:22][C:23]([F:26])=[CH:24][CH:25]=4)=[O:19])[CH2:11][CH2:10]3)=[N:3][C:2]2=[N:1][C:29]=1[CH3:30]. Reported procedure: 9 g 4-[4-(2,3-Diamino-pyridin-6-yl)-1-piperazinyl]-1-(4-fluorophenyl)-1-butanone and 2.6 g butane-2,3-dione in 250 ml methanol are stirred under reflux for 1 hour. The solvent is evaporated. The residue is dissolved in hot ethyl acetate and treated with active charcoal, filtered and cooled to give the title compound, m.p. 155°-156°. Reactants: ClC1=CC=C(C=C1)C(CNC(OC(C)(C)C)=O)C1=NSC2=C1C=CC(=C2)C=2C1=C(N=CN2)[C@@H](C[C@H]1C)O (tert-butyl 2-(4-chlorophenyl)-2-(6-((5R,7R)-7-hydroxy-5-methyl-6,7-dihydro-5H-cyclopenta[d]pyrimidin-4-yl)benzo[d]isothiazol-3-yl)ethylcarbamate), Cl (HCl). Solvent: C(Cl)Cl (DCM), O1CCOCC1 (dioxane). Conditions: time 8 hour. The product is Cl.Cl.Cl.NCC(C1=CC=C(C=C1)Cl)C1=NSC2=C1C=CC(=C2)C=2C1=C(N=CN2)[C@@H](C[C@H]1C)O ((5R,7R)-4-(3-(2-amino-1-(4-chlorophenyl)ethyl)benzo[d]isothiazol-6-yl)-5-methyl-6,7-dihydro-5H-cyclopenta[d]pyrimidin-7-ol trihydrochloride). Isolated yield 77.0%. As a reaction SMILES: [Cl:1][C:2]1[CH:7]=[CH:6][C:5]([CH:8]([C:18]2[C:22]3[CH:23]=[CH:24][C:25]([C:27]4[C:28]5[C@H:35]([CH3:36])[CH2:34][C@@H:33]([OH:37])[C:29]=5[N:30]=[CH:31][N:32]=4)=[CH:26][C:21]=3[S:20][N:19]=2)[CH2:9][NH:10]C(=O)OC(C)(C)C)=[CH:4][CH:3]=1.[ClH:38]>C(Cl)Cl.O1CCOCC1>[ClH:1].[ClH:38].[ClH:1].[NH2:10][CH2:9][CH:8]([C:18]1[C:22]2[CH:23]=[CH:24][C:25]([C:27]3[C:28]4[C@H:35]([CH3:36])[CH2:34][C@@H:33]([OH:37])[C:29]=4[N:30]=[CH:31][N:32]=3)=[CH:26][C:21]=2[S:20][N:19]=1)[C:5]1[CH:4]=[CH:3][C:2]([Cl:1])=[CH:7][CH:6]=1 |f:4.5.6.7|. Procedure details: A solution of tert-butyl 2-(4-chlorophenyl)-2-(6-((5R,7R)-7-hydroxy-5-methyl-6,7-dihydro-5H-cyclopenta[d]pyrimidin-4-yl)benzo[d]isothiazol-3-yl)ethylcarbamate (41 mg, 0.076 mmol) in DCM was treated with 4N HCl in dioxane (0.5 mL). The reaction was stirred at room temperature overnight. The reaction was concentrated and triturated with ether (twice) to yield (5R,7R)-4-(3-(2-amino-1-(4-chlorophenyl)ethyl)benzo[d]isothiazol-6-yl)-5-methyl-6,7-dihydro-5H-cyclopenta[d]pyrimidin-7-ol trihydrochloride ... Reactants: BrCCCCCN1C(C=2C(C1=O)=CC=CC2)=O (N-(5-bromopentyl)phthalimide), O (water), CC=1N=C2N3C1C(NC3=CC=C2)=O (1,2-dihydro-3-methyl-1,4,7b-triazacyclopent[cd]inden-2-one), [H-].[Na+] (sodium hydride). Solvent: CN(C)C=O (DMF), CN(C)C=O (DMF). Product: CC=1N=C2N3C1C(N(C3=CC=C2)CCCCCN2C(C=3C(C2=O)=CC=CC3)=O)=O (1,2-Dihydro-3-methyl-1-[5-(phthalimido)pentan-1-yl)-1,4,7b-triazacyclopent[cd]inden-2-one). Isolated yield 59.5%. RXN SMILES: [CH3:1][C:2]1[N:3]=[C:4]2[CH:12]=[CH:11][CH:10]=[C:9]3[N:5]2[C:6]=1[C:7](=[O:13])[NH:8]3.[H-].[Na+].Br[CH2:17][CH2:18][CH2:19][CH2:20][CH2:21][N:22]1[C:26](=[O:27])[C:25]2=[CH:28][CH:29]=[CH:30][CH:31]=[C:24]2[C:23]1=[O:32].O>CN(C=O)C>[CH3:1][C:2]1[N:3]=[C:4]2[CH:12]=[CH:11][CH:10]=[C:9]3[N:5]2[C:6]=1[C:7](=[O:13])[N:8]3[CH2:17][CH2:18][CH2:19][CH2:20][CH2:21][N:22]1[C:23](=[O:32])[C:24]2=[CH:31][CH:30]=[CH:29][CH:28]=[C:25]2[C:26]1=[O:27] |f:1.2|. Procedure details: To a suspension of 5.20 g (30 mmol) of 1,2-dihydro-3-methyl-1,4,7b-triazacyclopent[cd]inden-2-one in 60 ml of DMF was added, while stirring under ice-cooling, 1.44 g (36 mmol) of 60% sodium hydride (dispersion in oil). The mixture was stirred for 15 minutes at the same temperature. To the reaction mixture was added a solution of 8.89 g (30 mmol) of N-(5-bromopentyl)phthalimide in DMF (20 ml). The mixture was stirred for 1.5 hour at 110° C. After cooling, the reaction mixture was poured into wate... Starting materials: C(C1=CC=CC=C1)(C1=CC=CC=C1)O.NC1=C(OC2=C(C(=O)[O-])C=CC=C2)C=CC(=C1)C(F)(F)F (Benzhydrol 2-(2-amino-4-trifluoromethylphenoxy)benzoate), FC(C=1C=C(C=C(C1)C(F)(F)F)S(=O)(=O)Cl)(F)F (3,5-bis(trifluoromethyl)benzenesulfonyl chloride). The solvent is N1=CC=CC=C1 (pyridine). The product is C(C1=CC=CC=C1)(C1=CC=CC=C1)O (Benzhydrol). RXN SMILES: [CH:1]([OH:14])([C:8]1[CH:13]=[CH:12][CH:11]=[CH:10][CH:9]=1)[C:2]1[CH:7]=[CH:6][CH:5]=[CH:4][CH:3]=1.NC1C=C(C(F)(F)F)C=CC=1OC1C=CC=CC=1C([O-])=O.FC(F)(F)C1C=C(S(Cl)(=O)=O)C=C(C(F)(F)F)C=1>N1C=CC=CC=1>[CH:1]([OH:14])([C:8]1[CH:9]=[CH:10][CH:11]=[CH:12][CH:13]=1)[C:2]1[CH:7]=[CH:6][CH:5]=[CH:4][CH:3]=1 |f:0.1|. Procedure: Benzhydrol 2-(2-amino-4-trifluoromethylphenoxy)benzoate (4 g, 8.6 mmol) was dissolved in pyridine (25 mL) and stirred under argon at room temperature. 3,5-bis(trifluoromethyl)benzenesulfonyl chloride (4.05 g, 12.9 mmol) was added in portions, and the mixture stirred for 16 h. The solvent was evaporated, and the residue was purified by flash chromatography (silica gel, ethyl acetate/hexane) to give the title compound as a minor product. 1H NMR (250 MHz, CDCl3) δ8.60 (s, 4H), 8.21 (dd, 1H), 8.10 (...